Dataset: the Open Reaction Database (ORD), a public repository of structured organic reaction records. Task: describe an organic reaction: reactants, conditions, products, and yield Reactants: C1(CCC2=CC=CC=C12)=O (1-indanone), Cl.C(C)(C)C1=C(C=CC=C1)NN (2-isopropylphenylhydrazine hydrochloride), Cl (hydrochloric acid). Solvent: C(C)O (ethanol). Yields the product C(C)(C)C1=CC=CC=2C3=C(NC12)C1=CC=CC=C1C3 (5,10-Dihydro-6-isopropylindeno[1,2-b]indole). As a reaction SMILES: [C:1]1(=O)[C:9]2[C:4](=[CH:5][CH:6]=[CH:7][CH:8]=2)[CH2:3][CH2:2]1.Cl.[CH:12]([C:15]1[CH:20]=[CH:19][CH:18]=[CH:17][C:16]=1[NH:21]N)([CH3:14])[CH3:13].Cl>C(O)C>[CH:12]([C:15]1[C:16]2[NH:21][C:1]3[C:9]4[C:4]([CH2:3][C:2]=3[C:17]=2[CH:18]=[CH:19][CH:20]=1)=[CH:5][CH:6]=[CH:7][CH:8]=4)([CH3:14])[CH3:13] |f:1.2|. Reported procedure: A mixture of 12.6 g (0.096 mol) of 1-indanone, 19.7 g (0.105 mol) of 2-isopropylphenylhydrazine hydrochloride, 150 ml of ethanol and 10 ml of conc. hydrochloric acid was refluxed for 2 hours. The solvent was removed by evaporation and the residue suspended in acidic water. Extraction with ether, drying (MgSO4) and evaporation gave the crude product, which was purified by column chromatography on silica gel using methylene chloride/light petroleum (2/8) as the eluant. The final purification was a... Starting materials: C1(CCCC1)=O (cyclopentanone), C(C)(C)(C)NS(=O)(=O)C1=C(C(=O)OC)C=CC(=C1)NN (methyl 2-(N-tert-butylsulfamoyl)-4-hydrazinobenzoate). Solvent: CO (methanol). Run at temperature 65 celsius, time 3 hour. Yields the product C(C)(C)(C)NS(=O)(=O)C1=C(C(=O)OC)C=CC(=C1)NN=C1CCCC1 (methyl 2-(N-tert-butyl-sulfamoyl)-4-cyclopentylidenehydrazinobenzoate). Yield: 50.5%. As a reaction SMILES: [C:1]1(=O)[CH2:5][CH2:4][CH2:3][CH2:2]1.[C:7]([NH:11][S:12]([C:15]1[CH:24]=[C:23]([NH:25][NH2:26])[CH:22]=[CH:21][C:16]=1[C:17]([O:19][CH3:20])=[O:18])(=[O:14])=[O:13])([CH3:10])([CH3:9])[CH3:8]>CO>[C:7]([NH:11][S:12]([C:15]1[CH:24]=[C:23]([NH:25][N:26]=[C:1]2[CH2:5][CH2:4][CH2:3][CH2:2]2)[CH:22]=[CH:21][C:16]=1[C:17]([O:19][CH3:20])=[O:18])(=[O:14])=[O:13])([CH3:10])([CH3:8])[CH3:9]. Procedure details: 2.8 g (0.032 mol) of cyclopentanone are added to 2.0 g (0.007 mol) of methyl 2-(N-tert-butylsulfamoyl)-4-hydrazinobenzoate in 100 ml of methanol and the mixture is subsequently stirred at 65° C. for 3 hours. It is evaporated and the residue is triturated with a little methanol. After filtering off with suction and drying, 1.3 g (51% of theory) of methyl 2-(N-tert-butyl-sulfamoyl)-4-cyclopentylidenehydrazinobenzoate are obtained. The reactants are ClC=1C=C(C=CC1C(C(C(F)(F)F)(C1=CC(=NC=C1)C)O)C)/C=C/C1=CC=C(C(=O)O)C=C1 (4-((E)-2-{3-Chloro-4-[3,3,3-trifluoro-2-hydroxy-1-methyl-2-(2-methyl-pyridin-4-yl)-propyl]-phenyl}-vinyl)-benzoic acid). Reagents/catalysts: [Pd].[O-2].[Al+3].[O-2].[O-2].[Al+3] (palladium aluminum oxide). The solvent is CCOC(=O)C (EtOAc). Conditions: time 8 hour. Yields the product ClC=1C=C(C=CC1C(C(C(F)(F)F)(C1=CC(=NC=C1)C)O)C)CCC1=CC=C(C(=O)O)C=C1 (4-(2-{3-Chloro-4-[3,3,3-trifluoro-2-hydroxy-1-methyl-2-(2-methyl-pyridin-4-yl)-propyl]-phenyl}-ethyl)-benzoic acid). The yield is 16.6%. As a reaction SMILES: [Cl:1][C:2]1[CH:3]=[C:4](/[CH:23]=[CH:24]/[C:25]2[CH:33]=[CH:32][C:28]([C:29]([OH:31])=[O:30])=[CH:27][CH:26]=2)[CH:5]=[CH:6][C:7]=1[CH:8]([CH3:22])[C:9]([OH:21])([C:14]1[CH:19]=[CH:18][N:17]=[C:16]([CH3:20])[CH:15]=1)[C:10]([F:13])([F:12])[F:11]>CCOC(C)=O.[Pd].[O-2].[Al+3].[O-2].[O-2].[Al+3]>[Cl:1][C:2]1[CH:3]=[C:4]([CH2:23][CH2:24][C:25]2[CH:33]=[CH:32][C:28]([C:29]([OH:31])=[O:30])=[CH:27][CH:26]=2)[CH:5]=[CH:6][C:7]=1[CH:8]([CH3:22])[C:9]([OH:21])([C:14]1[CH:19]=[CH:18][N:17]=[C:16]([CH3:20])[CH:15]=1)[C:10]([F:11])([F:12])[F:13] |f:2.3.4.5.6.7|. Procedure: A mixture of 4-((E)-2-{3-chloro-4-[3,3,3-trifluoro-2-hydroxy-1-methyl-2-(2-methyl-pyridin-4-yl)-propyl]-phenyl}-vinyl)-benzoic acid (Example 66, 12 mg) and palladium/aluminum oxide (0.3 mg) in EtOAc (2.5 ml) was stirred overnight under a hydrogen atmosphere. The mixture was filtered and concentrated to give the title compound (2 mg) as light brown oil. MS (m/e)=478.1 [M+H+]. Starting materials: C(C)N(C(=O)Cl)CC (diethylcarbamyl chloride), C1(=CC=CC=C1)NC(=O)Cl (N-phenyl carbamyl chloride), OC1=CC=CC=2C(C3=CC=CC=C3C(C12)=O)=O (1-hydroxyanthraquinone), C1(=CC=CC=C1)N(C(=O)Cl)C1=CC=CC=C1 (diphenylcarbamyl chloride), C(C)NC(=O)Cl (ethylcarbamyl chloride). Run in N1=CC=CC=C1 (pyridine). Yields the product C(N)(OC1=CC=CC=2C(C3=CC=CC=C3C(C12)=O)=O)=O (1-anthraquinonyl carbamate). As a reaction SMILES: C([N:3](CC)[C:4](Cl)=[O:5])C.C1(N(C2C=CC=CC=2)C(Cl)=O)C=CC=CC=1.C(NC(Cl)=O)C.C1(NC(Cl)=O)C=CC=CC=1.[OH:41][C:42]1[C:55]2[C:54](=[O:56])[C:53]3[C:48](=[CH:49][CH:50]=[CH:51][CH:52]=3)[C:47](=[O:57])[C:46]=2[CH:45]=[CH:44][CH:43]=1>N1C=CC=CC=1>[C:4](=[O:5])([O:41][C:42]1[C:55]2[C:54](=[O:56])[C:53]3[C:48](=[CH:49][CH:50]=[CH:51][CH:52]=3)[C:47](=[O:57])[C:46]=2[CH:45]=[CH:44][CH:43]=1)[NH2:3]. Procedure details: Employing the same procedure as described in Example 4, diethylcarbamyl chloride, diphenylcarbamyl chloride, ethylcarbamyl chloride and N-methyl, N-phenyl carbamyl chloride were respectively reacted with 1-hydroxyanthraquinone in pyridine to obtain the corresponding 1-anthraquinonyl carbamate derivatives.